This data is from the Open Reaction Database (ORD), a public repository of structured organic reaction records. The task is: describe an organic reaction: reactants, conditions, products, and yield Reaction SMILES: [OH-].[Na+].[C:3](OC([O-])=O)([O:5][C:6]([CH3:9])([CH3:8])[CH3:7])=[O:4].O1CCCC1.[CH2:19]([NH:22][CH2:23][C@H:24]([NH:26][S:27]([C:30]1[CH:35]=[CH:34][CH:33]=[CH:32][C:31]=1[N+:36]([O-:38])=[O:37])(=[O:29])=[O:28])[CH3:25])[CH:20]=[CH2:21]>O>[CH2:19]([N:22]([C:3]([O:5][C:6]([CH3:9])([CH3:8])[CH3:7])=[O:4])[CH2:23][C@H:24]([NH:26][S:27]([C:30]1[CH:35]=[CH:34][CH:33]=[CH:32][C:31]=1[N+:36]([O-:38])=[O:37])(=[O:29])=[O:28])[CH3:25])[CH:20]=[CH2:21] |f:0.1|. Yield: 85.6%. The solvent is O (water). The reactants are [OH-].[Na+] (NaOH), C(=O)(OC(C)(C)C)OC(=O)[O-] (tert-butyl dicarbonate), O1CCCC1 (tetrahydrofuran), C(C=C)NC[C@@H](C)NS(=O)(=O)C1=C(C=CC=C1)[N+](=O)[O-] ((R)—N-{1-(allylamino)propan-2-yl}-2-nitrobenzenesulfonamide). Procedure: A 2N aqueous NaOH solution (50 mL) and 6.1 g of tert-butyl dicarbonate were added to a tetrahydrofuran (100 mL) solution of 7 g of the compound obtained in Step 1, stirring at room temperature and reacted at room temperature for 6 hours. After the completion of reaction, 100 mL of water was added, followed by two extractions with 100 mL of ethyl acetate. The combined organic layer was washed with 100 mL of saturated saline and dried over anhydrous sodium sulfate. After filtration, the filtrate w... Product: C(C=C)N(C[C@@H](C)NS(=O)(=O)C1=C(C=CC=C1)[N+](=O)[O-])C(=O)OC(C)(C)C ((R)—N-[1-{allyl(tert-butoxycarbonyl)amino}propan-2-yl]-2-nitrobenzenesulfonamide). Starting materials: [Li]CCCC, C=CC[Mg+], Cc1ccc(C=O)cc1, C[Si](C)(C)N[Si](C)(C)C, [Cl-], [Cl-], [NH4+], C1CCOC1, O. The product is C[Si](C)(C)[N-][Si](C)(C)C, [Li+]. As a reaction SMILES: [CH2:1]([CH2:2][CH2:3][CH3:4])[Li:5].[CH2:25]([Mg+:26])[CH:27]=[CH2:28].[CH3:15][c:16]1[cH:17][cH:18][c:19]([CH:20]=[O:21])[cH:22][cH:23]1.[CH3:6][Si:7]([NH:8][Si:9]([CH3:10])([CH3:11])[CH3:12])([CH3:13])[CH3:14].[Cl-:24].[Cl-:29].[NH4+:30].[O:31]1[CH2:32][CH2:33][CH2:34][CH2:35]1.[OH2:36]>>[CH3:6][Si:7]([N-:8][Si:9]([CH3:10])([CH3:11])[CH3:12])([CH3:13])[CH3:14].[Li+:5]. Reactants: P(O)(O)=O.C(C)C(C)(C(C1=NN(C=N1)C(C1=CC=CC=C1)(C1=CC=CC=C1)C1=CC=CC=C1)O)CC (Diethyl 3-hydroxy-3(1-trityl-1,2,4-triazol-3-yl)propane phosphonate), BrCC(=O)Br (bromoacetyl bromide). The product is P(O)(O)=O.C(C)C(C)(C(C1=NN(C=N1)C(C1=CC=CC=C1)(C1=CC=CC=C1)C1=CC=CC=C1)OC(CBr)=O)CC (Diethyl 3(bromoacetoxy)-3(1-trityl-1,2,4-triazol-3-yl)propane phosphonate). The yield is 32.3%. Reaction SMILES: [PH:1](=[O:4])([OH:3])[OH:2].[CH2:5]([C:7]([CH2:35][CH3:36])([CH:9]([OH:34])[C:10]1[N:14]=[CH:13][N:12]([C:15]([C:28]2[CH:33]=[CH:32][CH:31]=[CH:30][CH:29]=2)([C:22]2[CH:27]=[CH:26][CH:25]=[CH:24][CH:23]=2)[C:16]2[CH:21]=[CH:20][CH:19]=[CH:18][CH:17]=2)[N:11]=1)[CH3:8])[CH3:6].[Br:37][CH2:38][C:39](Br)=[O:40]>>[PH:1](=[O:2])([OH:4])[OH:3].[CH2:35]([C:7]([CH2:5][CH3:6])([CH:9]([O:34][C:39](=[O:40])[CH2:38][Br:37])[C:10]1[N:14]=[CH:13][N:12]([C:15]([C:22]2[CH:27]=[CH:26][CH:25]=[CH:24][CH:23]=2)([C:28]2[CH:29]=[CH:30][CH:31]=[CH:32][CH:33]=2)[C:16]2[CH:21]=[CH:20][CH:19]=[CH:18][CH:17]=2)[N:11]=1)[CH3:8])[CH3:36] |f:0.1,3.4|. Reported procedure: Diethyl 3-hydroxy-3(1-trityl-1,2,4-triazol-3-yl)propane phosphonate (1.0 g, prepared as described in Example 24) was acylated with bromoacetyl bromide (0.50 g) in a manner similar to the acetylation described in Example 26. Diethyl 3(bromoacetoxy)-3(1-trityl-1,2,4-triazol-3-yl)propane phosphonate (0.40 g) was isolated as a colourless gum. NMR (CDCl3): δ 1.3(6H,t), 1.7-1.9(2H,m), 2.3(2H,m), 3.8-3.95(2H,m), 4.1(4H,m), 6.0(1H,t), 7.1-7.3(15H,m), 7.9(1H,2xs). FAB M/S: MH+ 626,628. IR: 1746 cm-1 carb...